From a dataset of the Open Reaction Database (ORD), a public repository of structured organic reaction records. describe an organic reaction: reactants, conditions, products, and yield The reactants are [Cl-].[NH4+] (ammonium chloride), O (water), BrC1=CC(=C(C=C1)N1N=NN=C1C)[N+](=O)[O-] (1-(4-bromo-2-nitro-phenyl)-5-methyl-IH-tetrazole). Reagents/catalysts: [Zn] (zinc). Solvent: CO (methanol), CO (methanol). Run at temperature 25 celsius, time 1 hour. The product is BrC=1C=CC(=C(C1)N)N1N=NN=C1C (5-bromo-2-(5-methyl-tetrazol-1-yl)-phenylamine). Isolated yield 89.0%. Reaction SMILES: [Br:1][C:2]1[CH:7]=[CH:6][C:5]([N:8]2[C:12]([CH3:13])=[N:11][N:10]=[N:9]2)=[C:4]([N+:14]([O-])=O)[CH:3]=1.[Cl-].[NH4+].O>CO.[Zn]>[Br:1][C:2]1[CH:7]=[CH:6][C:5]([N:8]2[C:12]([CH3:13])=[N:11][N:10]=[N:9]2)=[C:4]([NH2:14])[CH:3]=1 |f:1.2|. Reported procedure: A suspension of 1-(4-bromo-2-nitro-phenyl)-5-methyl-IH-tetrazole (1.13 g, 3.98 mmol) in methanol (40 mL, not completely dissolved in methanol even at hot conditions) was treated sequentially with ammonium chloride (3.19 g, 59.7 mmol), zinc dust (2.60 g, 39.8 mmol), and water (20 mL). Initially after the addition, the reaction was exothermic. The reaction mixture was then stirred for 1 h at 25° C. The reaction mixture was then filtered, and the residue was washed with methanol (50 mL) and ethyl a... Starting materials: O=C1OC(c2ccccc2)CN1Cc1ccc(CBr)cc1, O=C([O-])[O-], CCC(C)=O, [I-], [K+], [K+], [K+], O, Oc1ccccc1. Product: O=C1OC(c2ccccc2)CN1Cc1ccc(COc2ccccc2)cc1. Reaction SMILES: [Br:1][CH2:2][c:3]1[cH:4][cH:5][c:6]([CH2:7][N:8]2[C:9](=[O:19])[O:10][CH:11]([c:13]3[cH:14][cH:15][cH:16][cH:17][cH:18]3)[CH2:12]2)[cH:20][cH:21]1.[C:29](=[O:30])([O-:31])[O-:32].[CH3:38][C:39](=[O:40])[CH2:41][CH3:42].[I-:36].[K+:33].[K+:34].[K+:35].[OH2:37].[OH:22][c:23]1[cH:24][cH:25][cH:26][cH:27][cH:28]1>>[CH2:2]([c:3]1[cH:4][cH:5][c:6]([CH2:7][N:8]2[C:9](=[O:19])[O:10][CH:11]([c:13]3[cH:14][cH:15][cH:16][cH:17][cH:18]3)[CH2:12]2)[cH:20][cH:21]1)[O:22][c:23]1[cH:24][cH:25][cH:26][cH:27][cH:28]1. Reactants: Cc1c(N=C=O)ccc(C#N)c1Cl, N#Cc1ccc(N)c(F)c1Cl. Yields the product N#Cc1ccc(N=C=O)c(F)c1Cl. Reaction SMILES: [Cl:12][c:13]1[c:14]([CH3:15])[c:16]([N:17]=[C:23]=[O:24])[cH:18][cH:19][c:20]1[C:21]#[N:22].[NH2:1][c:2]1[c:3]([F:11])[c:4]([Cl:10])[c:5]([C:6]#[N:7])[cH:8][cH:9]1>>[N:1]([c:2]1[c:3]([F:11])[c:4]([Cl:10])[c:5]([C:6]#[N:7])[cH:8][cH:9]1)=[C:23]=[O:24]. Starting materials: CCc1ccc(Cc2cc(Br)c(O)cc2Cl)cc1, OCCBr, [H-], [Na+], CN(C)C=O. Product: CCc1ccc(Cc2cc(Br)c(OCCO)cc2Cl)cc1. As a reaction SMILES: [Br:1][c:2]1[c:3]([OH:18])[cH:4][c:5]([Cl:17])[c:6]([CH2:8][c:9]2[cH:10][cH:11][c:12]([CH2:15][CH3:16])[cH:13][cH:14]2)[cH:7]1.[Br:21][CH2:22][CH2:23][OH:24].[H-:20].[Na+:19].[O:25]=[CH:26][N:27]([CH3:28])[CH3:29]>>[Br:1][c:2]1[c:3]([O:18][CH2:22][CH2:23][OH:24])[cH:4][c:5]([Cl:17])[c:6]([CH2:8][c:9]2[cH:10][cH:11][c:12]([CH2:15][CH3:16])[cH:13][cH:14]2)[cH:7]1.